From a dataset of the Open Reaction Database (ORD), a public repository of structured organic reaction records. describe an organic reaction: reactants, conditions, products, and yield The reactants are N1(CCCC1)CCCOC1=CC=C(C=C1)C1(CCOCC1)CN ({4-[4-(3-Pyrrolidin-1-ylpropoxy)phenyl]tetrahydropyran-4-yl}methylamine), CCN(C(C)C)C(C)C (Hunig's base), Cl.C(C)OC1=C(C=NC=C1)[N+](=O)[O-] (4-ethoxy-3-nitropyridine hydrogen chloride), Cl.C(C)OC1=C(C=NC=C1)[N+](=O)[O-] (4-ethoxy-3-nitropyridine hydrogen chloride). Solvent: C(C)#N (acetonitrile). Product: [N+](=O)([O-])C=1C=NC=CC1NCC1(CCOCC1)C1=CC=C(C=C1)OCCCN1CCCC1 ((3-Nitro-pyridin-4-yl)-{4-[4-(3-pyrrolidin-1-yl-propoxy)-phenyl]-tetrahydro-pyran-4-ylmethyl}-amine). Isolated yield 38.8%. RXN SMILES: [N:1]1([CH2:6][CH2:7][CH2:8][O:9][C:10]2[CH:15]=[CH:14][C:13]([C:16]3([CH2:22][NH2:23])[CH2:21][CH2:20][O:19][CH2:18][CH2:17]3)=[CH:12][CH:11]=2)[CH2:5][CH2:4][CH2:3][CH2:2]1.CCN(C(C)C)C(C)C.Cl.C(O[C:37]1[CH:42]=[CH:41][N:40]=[CH:39][C:38]=1[N+:43]([O-:45])=[O:44])C>C(#N)C>[N+:43]([C:38]1[CH:39]=[N:40][CH:41]=[CH:42][C:37]=1[NH:23][CH2:22][C:16]1([C:13]2[CH:14]=[CH:15][C:10]([O:9][CH2:8][CH2:7][CH2:6][N:1]3[CH2:5][CH2:4][CH2:3][CH2:2]3)=[CH:11][CH:12]=2)[CH2:17][CH2:18][O:19][CH2:20][CH2:21]1)([O-:45])=[O:44] |f:2.3|. Procedure details: To a stirred solution of {4-[4-(3-Pyrrolidin-1-ylpropoxy)phenyl]tetrahydropyran-4-yl}methylamine (390 mg, 1.2 mmol) in acetonitrile (˜5 mL), was added Hunig's base (230 μL, 1.35 mmol, 1.1 eq.) and 4-ethoxy-3-nitropyridine hydrogen chloride (250 mg, 1.2 mmol, 1 eq.) and the mixture stirred at reflux for 72 hours. To this a further portion of 4-ethoxy-3-nitropyridine hydrogen chloride (50 mg, 0.24 mmol, 0.2 eq.) was added and the mixture stirred at reflux for a further 24 hours. The reaction mixtu... The reactants are O1CC1CCCCCCCC (epoxy decane), secondary amine, NCCNCCNCCNCCN (tetraethylene pentamine), C(C=C)#N (acrylonitrile). Run at time 1 hour. Product: C(#N)CCN(CCN(CCNCCN(CCN)CC(CCCCCCCC)O)CC(CCCCCCCC)O)CCC#N (Bis (cyanoethyl) bis (2-hydroxy decyl) tetraethylene pentamine). As a reaction SMILES: [O:1]1[CH:3]([CH2:4][CH2:5][CH2:6][CH2:7][CH2:8][CH2:9][CH2:10][CH3:11])[CH2:2]1.[NH2:12][CH2:13][CH2:14][NH:15][CH2:16][CH2:17][NH:18][CH2:19][CH2:20][NH:21][CH2:22][CH2:23][NH2:24].[C:25](#[N:28])[CH:26]=[CH2:27]>>[C:25]([CH2:26][CH2:27][N:24]([CH2:27][CH2:26][C:25]#[N:28])[CH2:23][CH2:22][N:21]([CH2:2][CH:3]([OH:1])[CH2:4][CH2:5][CH2:6][CH2:7][CH2:8][CH2:9][CH2:10][CH3:11])[CH2:20][CH2:19][NH:18][CH2:17][CH2:16][N:15]([CH2:2][CH:3]([OH:1])[CH2:4][CH2:5][CH2:6][CH2:7][CH2:8][CH2:9][CH2:10][CH3:11])[CH2:14][CH2:13][NH2:12])#[N:28]. Procedure: The oily reaction products from 2 moles of epoxy decane and 1 mole of tetraethylene pentamine (52.7 gms, 0.1 mole) is heated at 70°C as in the preceding example with 0.2 moles (10.6 gms) of acrylonitrile until refluxing ceases and for one hour additional. The product is a thick oil with cyano group present and decreased secondary amine shown by infrared examination. Reactants: [BH3-]C#N, CC(C)=O, CO, Cl, Cc1cccnc1OCC(O)CN, [Na+]. Product: Cc1cccnc1OCC(O)CNC(C)C. Reaction SMILES: [C:15]([BH3-:16])#[N:17].[CH3:19][C:20]([CH3:21])=[O:22].[CH3:23][OH:24].[ClH:1].[NH2:2][CH2:3][CH:4]([CH2:5][O:6][c:7]1[n:8][cH:9][cH:10][cH:11][c:12]1[CH3:13])[OH:14].[Na+:18]>>[NH:2]([CH2:3][CH:4]([CH2:5][O:6][c:7]1[n:8][cH:9][cH:10][cH:11][c:12]1[CH3:13])[OH:14])[CH:20]([CH3:19])[CH3:21]. The reactants are CCOC(C)=O, CCN(C(C)C)C(C)C, Clc1nc(Cl)c2cccc(OC3CCOCC3)c2n1. Yields the product Clc1ncc2cccc(OC3CCOCC3)c2n1. RXN SMILES: [CH3:29][CH2:30][O:31][C:32](=[O:33])[CH3:34].[CH:20]([N:21]([CH2:22][CH3:23])[CH:24]([CH3:25])[CH3:26])([CH3:27])[CH3:28].[Cl:1][c:2]1[n:3][c:4]2[c:5]([O:13][CH:14]3[CH2:15][CH2:16][O:17][CH2:18][CH2:19]3)[cH:6][cH:7][cH:8][c:9]2[c:10]([Cl:12])[n:11]1>>[Cl:1][c:2]1[n:3][c:4]2[c:5]([O:13][CH:14]3[CH2:15][CH2:16][O:17][CH2:18][CH2:19]3)[cH:6][cH:7][cH:8][c:9]2[cH:10][n:11]1.